Dataset: the Open Reaction Database (ORD), a public repository of structured organic reaction records. Task: describe an organic reaction: reactants, conditions, products, and yield Starting materials: CC(C)(C)OC(=O)N1CCSC1C(=O)NC(c1ccccc1)c1ccccn1, O=S(=O)(Cl)c1ccc(-c2ccccc2)cc1. Yields the product O=C(NC(c1ccccc1)c1ccccn1)C1SCCN1S(=O)(=O)c1ccc(-c2ccccc2)cc1. Reaction SMILES: [c:1]1([CH:7]([c:8]2[n:9][cH:10][cH:11][cH:12][cH:13]2)[NH:14][C:15](=[O:16])[CH:17]2[S:18][CH2:19][CH2:20][N:21]2[C:22]([O:23][C:24]([CH3:25])([CH3:26])[CH3:27])=[O:28])[cH:2][cH:3][cH:4][cH:5][cH:6]1.[c:29]1(-[c:39]2[cH:40][cH:41][cH:42][cH:43][cH:44]2)[cH:30][cH:31][c:32]([S:35](=[O:36])(=[O:37])[Cl:38])[cH:33][cH:34]1>>[c:1]1([CH:7]([c:8]2[n:9][cH:10][cH:11][cH:12][cH:13]2)[NH:14][C:15](=[O:16])[CH:17]2[S:18][CH2:19][CH2:20][N:21]2[S:35]([c:32]2[cH:31][cH:30][c:29](-[c:39]3[cH:40][cH:41][cH:42][cH:43][cH:44]3)[cH:34][cH:33]2)(=[O:36])=[O:37])[cH:2][cH:3][cH:4][cH:5][cH:6]1. Starting materials: C1=CC=CC=C1 (benzene), C1CO1 (ethylene oxide), [Cl-].[Al+3].[Cl-].[Cl-] (aluminum chloride), aqueous solution, C=O (formaldehyde). Solvent: ClCCl (dichloromethane), O (water). Reaction conditions: temperature -20 celsius. Yields the product C1OCCC2=CC=CC=C12 (isochroman). Yield: 70.0%. Reaction SMILES: [CH:1]1[CH:6]=[CH:5][CH:4]=[CH:3][CH:2]=1.[Cl-].[Al+3].[Cl-].[Cl-].[CH2:11]1[O:13][CH2:12]1.[CH2:14]=O>ClCCl.O>[CH2:11]1[C:6]2[C:1](=[CH:2][CH:3]=[CH:4][CH:5]=2)[CH2:14][CH2:12][O:13]1 |f:1.2.3.4|. Procedure details: 31 g (0.398 mol) of benzene was put in a 500 ml four-necked flask equipped with a stirrer, a Liebig condenser having the upper portion thereof provided with a calcium chloride tube, and a thermometer, then stirred under a nitrogen stream at 300 rpm, and then mixed with 53 g (0.398 mol) of aluminum chloride and 17.3 g of dichlorometahne at room temperature. The resulting solution was cooled to -20° C. A solution of 17.5 g (0.398 mol) of ethylene oxide in 146.5 g of dichloromethane was dropwise ad...